From a dataset of the Open Reaction Database (ORD), a public repository of structured organic reaction records. describe an organic reaction: reactants, conditions, products, and yield The reactants are FC1=C(C(=CC=2NC(NC21)=S)F)F (4,5,6-Trifluoro-1,3-dihydro-benzimidazole-2-thione), ice water, [H-].[Na+] (sodium hydride), [N+](=O)([O-])C1=CC=C(O1)C=O (5-Nitro-2-furaldehyde). Solvent: O1CCCC1 (tetrahydrofuran). Product: FC1=C(C(=CC=2NC(=NC21)SC2=CC=C(O2)C=O)F)F (5-(4,5,6-trifluoro-1H-benzimidazol-2-ylsulfanyl)-furan-2-carbaldehyde). Yield: 26.8%. Reaction SMILES: [F:1][C:2]1[C:10]2[NH:9][C:8](=[S:11])[NH:7][C:6]=2[CH:5]=[C:4]([F:12])[C:3]=1[F:13].[H-].[Na+].[N+]([C:19]1[O:23][C:22]([CH:24]=[O:25])=[CH:21][CH:20]=1)([O-])=O>O1CCCC1>[F:1][C:2]1[C:10]2[N:9]=[C:8]([S:11][C:19]3[O:23][C:22]([CH:24]=[O:25])=[CH:21][CH:20]=3)[NH:7][C:6]=2[CH:5]=[C:4]([F:12])[C:3]=1[F:13] |f:1.2|. Procedure: 4,5,6-Trifluoro-1,3-dihydro-benzimidazole-2-thione (0.72 g, 3.52 mmol) is suspended into 40 mL of tetrahydrofuran under argon. Then, 0.3 g (7.1 mmol) of sodium hydride are added. The reaction mixture is stirred at room temperature until gas evolution has ceased. 5-Nitro-2-furaldehyde (0.5 g, 3.5 mmol) is then added and the reaction mixture is stirred at room temperature for 88 h, upon which it is poured on 40 mL of ice-water and extracted 3 times with 60 mL of ethyl acetate. The organic extracts... Starting materials: N(=O)OC(C)(C)C (tert-butyl nitrite), BrC1=CC(=C(N)C=C1)OC(F)(F)F (4-bromo-2-(trifluoromethoxy)aniline), Cl (HCl). The reagents and catalysts are [Cu](Cl)Cl (copper (II) chloride). The solvent is C(C)#N (acetonitrile). Run at temperature 70 celsius, time 3 hour. Yields the product BrC1=CC(=C(C=C1)Cl)OC(F)(F)F (4-bromo-1-chloro-2-(trifluoromethoxy)benzene). As a reaction SMILES: N(OC(C)(C)C)=O.[Br:8][C:9]1[CH:15]=[CH:14][C:12](N)=[C:11]([O:16][C:17]([F:20])([F:19])[F:18])[CH:10]=1.[ClH:21]>C(#N)C.[Cu](Cl)Cl>[Br:8][C:9]1[CH:15]=[CH:14][C:12]([Cl:21])=[C:11]([O:16][C:17]([F:20])([F:19])[F:18])[CH:10]=1. Procedure details: A mixture of tert-butyl nitrite (1.78 mL, 15.0 mmol), copper (II) chloride (1.61 g, 12.0 mmol) and 4-bromo-2-(trifluoromethoxy)aniline (2.56 g, 10.0 mmol) in acetonitrile (40 mL) was heated to 70° C., stirred for 3 hours, cooled to room temperature, poured into 0.5M HCl, and extracted with diethyl ether. The combined extracts were washed with water and brine, dried (MgSO4), filtered, and concentrated to provide the desired product. MS (ESI(+)) m/e 275 (M+H)+. Reactants: ClCCl, CC(=O)OC(C)=O, CCCOc1ccc(O)c(C(=O)O)c1, c1ccncc1. Yields the product CCCOc1ccc(OC(C)=O)c(C(=O)O)c1. Reaction SMILES: [CH2:22]([Cl:23])[Cl:24].[CH3:1][C:2](=[O:3])[O:4][C:5](=[O:6])[CH3:7].[OH:8][c:9]1[c:10]([C:11](=[O:12])[OH:13])[cH:14][c:15]([O:18][CH2:19][CH2:20][CH3:21])[cH:16][cH:17]1.[cH:25]1[cH:26][cH:27][n:28][cH:29][cH:30]1>>[CH3:1][C:2](=[O:3])[O:8][c:9]1[c:10]([C:11](=[O:12])[OH:13])[cH:14][c:15]([O:18][CH2:19][CH2:20][CH3:21])[cH:16][cH:17]1. Reactants: [Si](C)(C)(C(C)(C)C)OC(CCC1=NC=CC=C1)C(F)(F)F (2-[3-(tert-butyldimethylsilanyloxy)-4,4,4-trifluorobutyl]pyridine), [Li+].CC(C)[N-]C(C)C (LDA), CI (methyl iodide). Solvent: C1CCOC1 (THF). Reaction conditions: temperature -75 celsius, time 45 minute. Product: [Si](C)(C)(C(C)(C)C)OC(CC(C)C1=NC=CC=C1)C(F)(F)F (2-[3-(tert-butyldimethylsilanyloxy)-4,4,4-trifluoro-1-methylbutyl]pyridine). Yield: 88.5%. As a reaction SMILES: [Si:1]([O:8][CH:9]([C:18]([F:21])([F:20])[F:19])[CH2:10][CH2:11][C:12]1[CH:17]=[CH:16][CH:15]=[CH:14][N:13]=1)([C:4]([CH3:7])([CH3:6])[CH3:5])([CH3:3])[CH3:2].[Li+].[CH3:23]C([N-]C(C)C)C.CI>C1COCC1>[Si:1]([O:8][CH:9]([C:18]([F:19])([F:21])[F:20])[CH2:10][CH:11]([C:12]1[CH:17]=[CH:16][CH:15]=[CH:14][N:13]=1)[CH3:23])([C:4]([CH3:7])([CH3:6])[CH3:5])([CH3:3])[CH3:2] |f:1.2|. Procedure details: A solution of 810 mg (2.54 mmol) of 2-[3-(tert-butyldimethylsilanyloxy)-4,4,4-trifluorobutyl]pyridine in 8 mL of THF was treated with 2.54 mL (3.81 mmol, 1.5 eq.) of LDA (1.5 M solution in cyclohexane) at −75° C. After stirring at −75° C. for 45 minutes, 474 μL (7,61 mmol, 3.0 eq.) of methyl iodide was added at −75° C. The resulting mixture was stirred at this temperature for 10 minutes and quenched with saturated NH4Cl solution. The product was extracted into ether. The ethereal layer was washe... The reactants are [F-].C(CCC)[N+](CCCC)(CCCC)CCCC (Tetrabutyl ammonium fluoride), C(C1=CC=CC=C1)OC(NC1CCCC(CCC1)O[Si](C)(C)C(C)(C)C)=O ([5-(tert-Butyl-dimethyl-silanyloxy)-cyclooctyl]-carbamic acid benzyl ester). Solvent: O1CCCC1 (tetrahydrofuran). Conditions: temperature 23 celsius, time 2 hour. The product is C(C1=CC=CC=C1)OC(NC1CCCC(CCC1)O)=O ((5-Hydroxy-cyclooctyl)-carbamic acid benzyl ester). Reaction SMILES: [F-].C([N+](CCCC)(CCCC)CCCC)CCC.[CH2:19]([O:26][C:27](=[O:45])[NH:28][CH:29]1[CH2:36][CH2:35][CH2:34][CH:33]([O:37][Si](C(C)(C)C)(C)C)[CH2:32][CH2:31][CH2:30]1)[C:20]1[CH:25]=[CH:24][CH:23]=[CH:22][CH:21]=1>O1CCCC1>[CH2:19]([O:26][C:27](=[O:45])[NH:28][CH:29]1[CH2:30][CH2:31][CH2:32][CH:33]([OH:37])[CH2:34][CH2:35][CH2:36]1)[C:20]1[CH:21]=[CH:22][CH:23]=[CH:24][CH:25]=1 |f:0.1|. Reported procedure: Benzyl chloroformate (4 mL, 28.02 mmol) was added to a stirred and cooled (0° C.) solution of the product of Example 5C (14.01 mmol) and diisopropylethyl amine (7.5 mL, 42.03 mmol) in dry dichloromethane (50 mL). After the addition, the solution was warmed to room temperature and stirred for another three hours. It was quenched with NaHCO3 solution. The phases were separated and the organic phase was washed with NaHSO4 solution brine, dried (Na2SO4), filtered, and evaporated. The crude [5-(tert-... The reactants are product, CN(CCCO)C (3-dimethylamino-1-propanol), C(CCCCCCCCCCC)Cl (lauryl chloride), [OH-].[Na+] (NaOH). Solvent: C(Cl)(Cl)Cl (CHCl3). The product is N(C)(C)CCCOC(=O)CCCCCCCCCCC ((CH3)2N(CH2)3OCO(CH2)10CH3). Reaction SMILES: [CH3:1][N:2]([CH3:7])[CH2:3][CH2:4][CH2:5][OH:6].[CH2:8](Cl)[CH2:9][CH2:10][CH2:11][CH2:12][CH2:13][CH2:14][CH2:15][CH2:16][CH2:17][CH2:18][CH3:19].[OH-:21].[Na+]>C(Cl)(Cl)Cl>[N:2]([CH2:3][CH2:4][CH2:5][O:6][C:8]([CH2:9][CH2:10][CH2:11][CH2:12][CH2:13][CH2:14][CH2:15][CH2:16][CH2:17][CH2:18][CH3:19])=[O:21])([CH3:7])[CH3:1] |f:2.3|. Procedure: In accordance with the procedure of Example 10, 72.2 g of 3-dimethylamino-1-propanol and 153.1 g of lauryl chloride are reacted in altogether 250 ml of CHCl3. The reaction mixture is neutralised with 147 ml of 20% NaOH. Yield: 157.2 g (82.1%) of product with a boiling point of 110° C./0.1 torr. Conditions: time 30 minute. Starting materials: CC1=NC2=CC=C(C=C2C(=C1C(=O)OC)C1=CC=CC=C1)[N+](=O)[O-] (Methyl 2-methyl-6-nitro-4-phenylquinoline-3-carboxylate), C(=O)[O-].[NH4+] (ammonium formate). The yield is 95.8%. Solvent: CO.C1CCOC1 (MeOH THF). Product: NC=1C=C2C(=C(C(=NC2=CC1)C)C(=O)OC)C1=CC=CC=C1 (Methyl 6-amino-2-methyl-4-phenylquinoline-3-carboxylate). The reagents and catalysts are [Pd] (palladium on carbon). Reaction SMILES: [CH3:1][C:2]1[C:11]([C:12]([O:14][CH3:15])=[O:13])=[C:10]([C:16]2[CH:21]=[CH:20][CH:19]=[CH:18][CH:17]=2)[C:9]2[C:4](=[CH:5][CH:6]=[C:7]([N+:22]([O-])=O)[CH:8]=2)[N:3]=1.C([O-])=O.[NH4+]>[Pd].CO.C1COCC1>[NH2:22][C:7]1[CH:8]=[C:9]2[C:4](=[CH:5][CH:6]=1)[N:3]=[C:2]([CH3:1])[C:11]([C:12]([O:14][CH3:15])=[O:13])=[C:10]2[C:16]1[CH:17]=[CH:18][CH:19]=[CH:20][CH:21]=1 |f:1.2,4.5|. Procedure: 10% palladium on carbon (0.22 g) was added to a solution of the product of Step 1 (1.05 g, 3.25 mmol) and ammonium formate (2.05 g, 32.5 mmol) in MeOH/THF mixture (1:1, 125 ml) under N2. The resulting mixture was stirred for 30 min at room temperature, filtered through Celite bed and filtrate evaporated to dryness. The residue was diluted to 50 ml with CH2Cl2, washed with H2O, dried over anhydrous MgSO4, filtered and filtrate evaporated to dryness to give the title product as a heavy oil (0.91 g... Reactants: OC1=C(C=C(C=C1)C(C)=O)OC (1-(4-hydroxy-3-methoxyphenyl)ethan-1-one), C([O-])([O-])=O.[K+].[K+] (potassium carbonate), Cl.ClCC=1C=CC(=NC1)OC (5-(chloromethyl)-2-methoxypyridine hydrochloride). Solvent: C(C)#N (acetonitrile), O (water), hexanes. Run at time 2 hour. Product: crude material, COC=1C=C(C=CC1OCC=1C=NC(=CC1)OC)C(C)=O (1-(3-methoxy-4-((6-methoxypyridin-3-yl)methoxy)phenyl)ethan-1-one). The yield is 80.1%. Reaction SMILES: [OH:1][C:2]1[CH:7]=[CH:6][C:5]([C:8](=[O:10])[CH3:9])=[CH:4][C:3]=1[O:11][CH3:12].C(=O)([O-])[O-].[K+].[K+].Cl.Cl[CH2:21][C:22]1[CH:23]=[CH:24][C:25]([O:28][CH3:29])=[N:26][CH:27]=1>C(#N)C.O>[CH3:12][O:11][C:3]1[CH:4]=[C:5]([C:8](=[O:10])[CH3:9])[CH:6]=[CH:7][C:2]=1[O:1][CH2:21][C:22]1[CH:27]=[N:26][C:25]([O:28][CH3:29])=[CH:24][CH:23]=1 |f:1.2.3,4.5|. Procedure details: To a stirred suspension of 1-(4-hydroxy-3-methoxyphenyl)ethan-1-one (3.96 g, 23.82 mmol) and potassium carbonate (13.17 g, 95.29 mmol) in acetonitrile (75 mL) was added 5-(chloromethyl)-2-methoxypyridine hydrochloride (4.85 g, 25.01 mmol). After 2 h, the mixture was diluted with water (150 mL) and extracted with dichloromethane (3×100 mL). The combined organic phases were dried over magnesium sulfate, filtered, and concentrated to provide a yellow oil. Trituration of the crude material with hexa... Reported procedure: A mixture of N′-[3-(3-bromo-5-chlorophenoxy)-4-methylpyridin-2-yl]-2-(1H-pyrazolo[3,4-b]pyridin-3-yl)acetohydrazide (44 mg, 0.090 mmol) in phosphorus oxychloride (250 μL, 2.6 mmol) was heated to 120° C. for 35 minutes, after which the excess reagent was removed in vacuo and the residue partitioned between saturated aqueous NaHCO3 (20 mL) and CH2Cl2 (2×20 mL). The combined extracts were concentrated in vacuo and the residue was purified on a Luna column (10μ, C18, 250×21.2 cm) eluting with 5-95% ... Starting materials: BrC=1C=C(OC=2C(=NC=CC2C)NNC(CC2=NNC3=NC=CC=C32)=O)C=C(C1)Cl (N′-[3-(3-bromo-5-chlorophenoxy)-4-methylpyridin-2-yl]-2-(1H-pyrazolo[3,4-b]pyridin-3-yl)acetohydrazide), P(=O)(Cl)(Cl)Cl (phosphorus oxychloride). As a reaction SMILES: [Br:1][C:2]1[CH:3]=[C:4]([CH:27]=[C:28]([Cl:30])[CH:29]=1)[O:5][C:6]1[C:7]([NH:13][NH:14][C:15](=O)[CH2:16][C:17]2[C:25]3[C:20](=[N:21][CH:22]=[CH:23][CH:24]=3)[NH:19][N:18]=2)=[N:8][CH:9]=[CH:10][C:11]=1[CH3:12].P(Cl)(Cl)(Cl)=O>>[Br:1][C:2]1[CH:3]=[C:4]([CH:27]=[C:28]([Cl:30])[CH:29]=1)[O:5][C:6]1[C:7]2[N:8]([C:15]([CH2:16][C:17]3[C:25]4[C:20](=[N:21][CH:22]=[CH:23][CH:24]=4)[NH:19][N:18]=3)=[N:14][N:13]=2)[CH:9]=[CH:10][C:11]=1[CH3:12]. Conditions: temperature 120 celsius. Product: BrC=1C=C(OC=2C=3N(C=CC2C)C(=NN3)CC3=NNC2=NC=CC=C23)C=C(C1)Cl (8-(3-bromo-5-chlorophenoxy)-7-methyl-3-(1H-pyrazolo[3,4-b]pyridin-3-ylmethyl)[1,2,4]triazolo[4,3-a]pyridine).